Dataset: the Open Reaction Database (ORD), a public repository of structured organic reaction records. Task: describe an organic reaction: reactants, conditions, products, and yield Reactants: Cl (hydrochloric acid), N1=C(C=NC=C1)N1CCC(CC1)N (1-(2-pyrazinyl)-4-amino-piperidine), ClCC(=O)N1[C@@H](CC(C1)(F)F)C#N ((2S)-1-(2-chloroacetyl)-4,4-difluoro-2-pyrrolidine carbonitrile), C(C)(C)(C)N=P1(N(CCCN1C)C)N(CC)CC (2-tert-butylimino-2-diethylamino-1,3-dimethyl-perhydro-1,3,2-diazaphosphorine). Solvent: C(C)OCC (diethylether), C(C)#N (acetonitrile). Reaction conditions: temperature 55 celsius, time 8 hour. Yields the product N1=C(C=NC=C1)C1NCCC(C1)N (2-Pyrazinyl-4-amino-piperidine). Yield: 145.5%. Reaction SMILES: N1C=CN=CC=1[N:7]1[CH2:12][CH2:11][CH:10]([NH2:13])[CH2:9][CH2:8]1.ClCC([N:18]1[CH2:22][C:21](F)(F)C[C@H:19]1[C:25]#[N:26])=O.C(N=P1(N(CC)CC)N(C)CCCN1C)(C)(C)C.Cl>C(#N)C.C(OCC)C>[N:18]1[CH:19]=[CH:25][N:26]=[CH:21][C:22]=1[CH:12]1[CH2:11][CH:10]([NH2:13])[CH2:9][CH2:8][NH:7]1. Procedure details: 63 mg of 1-(2-pyrazinyl)-4-amino-piperidine (0.32 mmol) and 62 mg (2S)-1-(2-chloroacetyl)-4,4-difluoro-2-pyrrolidine carbonitrile (0.32 mmol) and 285 mg of polymer-bound 2-tert-butylimino-2-diethylamino-1,3-dimethyl-perhydro-1,3,2-diazaphosphorine (PBEMP) (0.73 mmol) are dissolved in 20 ml dry acetonitrile and stirred at 55° C. for 8 hours. The resin is removed by filtration, the filtrate is concentrated by vacuum and the residue is purified by column chromatography using chloroform—methanol (9:... Reactants: CSC1=C(CCl)C=CC=C1 (2-methylthiobenzyl chloride), N1(CCNCC1)C(=S)SC (methyl 1-piperazinecarbodithioate), C([O-])([O-])=O.[Na+].[Na+] (sodium carbonate). Solvent: C(C)O (ethanol). Yields the product CSC1=C(CN2CCN(CC2)C(=S)SC)C=CC=C1 (Methyl 4-(2-methylthiobenzyl)-1-piperazinecarbodithioate). Isolated yield 30.9%. Reaction SMILES: [CH3:1][S:2][C:3]1[CH:10]=[CH:9][CH:8]=[CH:7][C:4]=1[CH2:5]Cl.[N:11]1([C:17]([S:19][CH3:20])=[S:18])[CH2:16][CH2:15][NH:14][CH2:13][CH2:12]1.C(=O)([O-])[O-].[Na+].[Na+]>C(O)C>[CH3:1][S:2][C:3]1[CH:10]=[CH:9][CH:8]=[CH:7][C:4]=1[CH2:5][N:14]1[CH2:15][CH2:16][N:11]([C:17]([S:19][CH3:20])=[S:18])[CH2:12][CH2:13]1 |f:2.3.4|. Procedure details: In 20 ml of ethanol, 2.1 g (12.2 mmol.) of 2-methylthiobenzyl chloride, 2.17 g (12.3 mmol.) of methyl 1-piperazinecarbodithioate and 1.30 g (12.3 mmol.) of sodium carbonate were refluxed under heating for 2 hours. Ethanol was distilled off under reduced pressure. The residue was extracted with ether, after addition of water. The ether portion was washed with water and a saturated aqueous sodium chloride solution, dried over anhydrous sodium sulfate, and placed under reduced pressure to distill o... Starting materials: C(C)OC(COC=1C=CC2=C(CC(CCC2)N(C[C@@H](COC2=CC=CC=C2)O)C(=O)OC(C)(C)C)C1)=O (2-[8-[N-tert-butoxycarbonyl-N-[(2S)-2-hydroxy-3-phenoxypropyl]amino]-6,7,8,9-tetrahydro-5H-benzocyclohepten-2-yloxy]acetic acid ethyl ester), [OH-].[Na+] (sodium hydroxide), Cl (hydrochloric acid). Run in C(C)O (ethanol). Conditions: time 2 hour. Product: C(C)(C)(C)OC(=O)N(C[C@@H](COC1=CC=CC=C1)O)C1CCCC2=C(C1)C=C(C=C2)OCC(=O)O (2-[8-[N-tert-butoxycarbonyl-N-[(2S)-2-hydroxy-3-phenoxypropyl]amino]-6,7,8,9-tetrahydro-5H-benzocyclohepten-2-yloxy]acetic acid). Yield: 94.0%. RXN SMILES: C([O:3][C:4](=[O:37])[CH2:5][O:6][C:7]1[CH:8]=[CH:9][C:10]2[CH2:16][CH2:15][CH2:14][CH:13]([N:17]([C:29]([O:31][C:32]([CH3:35])([CH3:34])[CH3:33])=[O:30])[CH2:18][C@H:19]([OH:28])[CH2:20][O:21][C:22]3[CH:27]=[CH:26][CH:25]=[CH:24][CH:23]=3)[CH2:12][C:11]=2[CH:36]=1)C.[OH-].[Na+].Cl>C(O)C>[C:32]([O:31][C:29]([N:17]([CH:13]1[CH2:12][C:11]2[CH:36]=[C:7]([O:6][CH2:5][C:4]([OH:37])=[O:3])[CH:8]=[CH:9][C:10]=2[CH2:16][CH2:15][CH2:14]1)[CH2:18][C@H:19]([OH:28])[CH2:20][O:21][C:22]1[CH:27]=[CH:26][CH:25]=[CH:24][CH:23]=1)=[O:30])([CH3:35])([CH3:33])[CH3:34] |f:1.2|. Reported procedure: To a solution of 2-[8-[N-tert-butoxycarbonyl-N-[(2S)-2-hydroxy-3-phenoxypropyl]amino]-6,7,8,9-tetrahydro-5H-benzocyclohepten-2-yloxy]acetic acid ethyl ester (3.60 g) in ethanol (20 ml) was added 1N sodium hydroxide (7 ml) under ice-cooling, and the mixture was stirred at room temperature for 2 hours. The resulting mixture was acidified with hydrochloric acid to pH 2 and extracted with ethyl acetate. The organic layer was washed with brine, dried over magnesium sulfate and evaporated in vacuo. Th... Starting materials: COC=1CCCCC(N1)C=CC1=C(C=CC=C1)[N+](=O)[O-] (3,4,5,6-tetrahydro-7-methoxy-2-[2-(2-nitrophenyl)ethenyl]-2H-azepine), [NH4+] (ammonium), [Cl-] (chloride). The product is Cl.[N+](=O)([O-])C1=C(C=CC=C1)C=CC1CCCCC(N1)=N (hexahydro-7-[2-(2-nitro-phenyl)ethenyl]-2H-azepin-2-imine, monohydrochloride). As a reaction SMILES: CO[C:3]1[CH2:4][CH2:5][CH2:6][CH2:7][CH:8]([CH:10]=[CH:11][C:12]2[CH:17]=[CH:16][CH:15]=[CH:14][C:13]=2[N+:18]([O-:20])=[O:19])[N:9]=1.[NH4+:21].[Cl-:22]>>[ClH:22].[N+:18]([C:13]1[CH:14]=[CH:15][CH:16]=[CH:17][C:12]=1[CH:11]=[CH:10][CH:8]1[NH:9][C:3](=[NH:21])[CH2:4][CH2:5][CH2:6][CH2:7]1)([O-:20])=[O:19] |f:3.4|. Reported procedure: The product of Example 156 is reacted with ammonium, chloride by the method of Example 5 to generate the title compound. Reactants: N(=NC(=O)OC(C)(C)C)C(=O)OC(C)(C)C (di-tert-butyl azodicarboxylate), C1(CCCCC1)O (cyclohexanol), ON1C(C=2C(C1=O)=CC=CC2)=O (N-hydroxypthalimide), N(=NC(=O)OC(C)(C)C)C(=O)OC(C)(C)C (di-tert-butyl azodicarboxylate). Run in O1CCCC1 (tetrahydrofuran), O1CCCC1 (tetrahydrofuran), O1CCCC1 (tetrahydrofuran). Reaction conditions: time 8 hour. Yields the product C1(CCCCC1)ON1C(C2=CC=CC=C2C1=O)=O (2-(cyclohexyloxy)-1H-isoindole-1,3(2H)-dione). The yield is 75.1%. As a reaction SMILES: [CH:1]1([OH:7])[CH2:6][CH2:5][CH2:4][CH2:3][CH2:2]1.O[N:9]1[C:13](=[O:14])[C:12]2=[CH:15][CH:16]=[CH:17][CH:18]=[C:11]2[C:10]1=[O:19].N(C(OC(C)(C)C)=O)=NC(OC(C)(C)C)=O>O1CCCC1>[CH:1]1([O:7][N:9]2[C:13](=[O:14])[C:12]3[C:11](=[CH:18][CH:17]=[CH:16][CH:15]=3)[C:10]2=[O:19])[CH2:6][CH2:5][CH2:4][CH2:3][CH2:2]1. Procedure details: A solution of triphenylphosine (15.53 g, 59.2 mmol), cyclohexanol (6.25 mL, 59.2 mmol), and N-hydroxypthalimide (9.66 g, 59.2 mmol) in anhydrous tetrahydrofuran (500 mL) under Argon was treated dropwise over approximately 20 minutes with a solution of di-tert-butyl azodicarboxylate (15.00 g, 65.14 mmol) in tetrahydrofuran (100 mL) with a water bath to control the exotherm. After the reddish color had dissipated, a mixture of di-tert-butyl azodicarboxylate (3.00 g, 13.0 mmol) and triphenylphosine...